Dataset: the Open Reaction Database (ORD), a public repository of structured organic reaction records. Task: describe an organic reaction: reactants, conditions, products, and yield Starting materials: CC(C)(C)OC(=O)NC(CO)Cc1ccc(-c2ccc(F)c(Cl)c2)cc1, CS(=O)(=O)Cl, ClCCl, c1ccncc1. Product: CC(C)(C)OC(=O)NC(COS(C)(=O)=O)Cc1ccc(-c2ccc(F)c(Cl)c2)cc1. RXN SMILES: [C:1]([CH3:2])([CH3:3])([CH3:4])[O:5][C:6]([NH:7][CH:8]([CH2:9][c:10]1[cH:11][cH:12][c:13](-[c:16]2[cH:17][c:18]([Cl:23])[c:19]([F:22])[cH:20][cH:21]2)[cH:14][cH:15]1)[CH2:24][OH:25])=[O:26].[CH3:27][S:28]([Cl:29])(=[O:30])=[O:31].[Cl:38][CH2:39][Cl:40].[cH:32]1[cH:33][cH:34][n:35][cH:36][cH:37]1>>[C:1]([CH3:2])([CH3:3])([CH3:4])[O:5][C:6]([NH:7][CH:8]([CH2:9][c:10]1[cH:11][cH:12][c:13](-[c:16]2[cH:17][c:18]([Cl:23])[c:19]([F:22])[cH:20][cH:21]2)[cH:14][cH:15]1)[CH2:24][O:25][S:28]([CH3:27])(=[O:30])=[O:31])=[O:26]. The reactants are C(C)N(CCN1C(C2=C(CCC1)NC(=C2C)C=O)=O)CC (5-(2-diethylamino-ethyl)-3-methyl-4-oxo-1,4,5,6,7,8-hexahydro-pyrrolo[3,2-c]azepine-2-carbaldehyde), FC=1C=C2CC(NC2=CC1)=O (5-fluoro-1,3-dihydro-indol-2-one), N1CCCCC1 (piperidine). Solvent: C(C)O (ethanol). The product is C(C)N(CCN1C(C2C(CCC1)NC(=C2C)\C=C\2/C(NC1=CC=C(C=C21)F)=O)=O)CC ((Z)-5-(2-diethylamino-ethyl)-2-(5-fluoro-2-oxo-1,2-dihydro-indol-3-ylidenemethyl)-3-methyl-3 a,5,6,7,8,8a-hexahydro-1H-pyrrolo[3,2-c]azepin-4-one). The yield is 80.4%. RXN SMILES: [CH2:1]([N:3]([CH2:20][CH3:21])[CH2:4][CH2:5][N:6]1[CH2:12][CH2:11][CH2:10][C:9]2[NH:13][C:14]([CH:17]=O)=[C:15]([CH3:16])[C:8]=2[C:7]1=[O:19])[CH3:2].[F:22][C:23]1[CH:24]=[C:25]2[C:29](=[CH:30][CH:31]=1)[NH:28][C:27](=[O:32])[CH2:26]2.N1CCCCC1>C(O)C>[CH2:1]([N:3]([CH2:20][CH3:21])[CH2:4][CH2:5][N:6]1[CH2:12][CH2:11][CH2:10][CH:9]2[NH:13][C:14](/[CH:17]=[C:26]3\[C:27](=[O:32])[NH:28][C:29]4[C:25]\3=[CH:24][C:23]([F:22])=[CH:31][CH:30]=4)=[C:15]([CH3:16])[CH:8]2[C:7]1=[O:19])[CH3:2]. Procedure details: 5-(2-Diethylamino-ethyl)-3-methyl-4-oxo-1,4,5,6,7,8-hexahydro-pyrrolo[3,2-c]azepine-2-carbaldehyde 1j (0.271 g, 0.93 mmol) and 5-fluoro-1,3-dihydro-indol-2-one (0.127 g, 0.84 mmol) were dissolved in 1.4 ml of anhydrous ethanol under stirring at room temperature, the resulting mixture was stirred for 10 minutes in dark, and added with piperidine (0.15 ml, 1.49 mmol). The mixture was refluxed at 70° C. for about 1.5 hours in an oil bath under an argon atmosphere and lots of orange precipitates wer... The reactants are N1=C(C=CC=C1)N1C(N=C2N(C1=S)C=CC=C2)=S (3-(2-pyridyl) pyrido (1,2-a) 1,3,5-triazine-2,4-dithione), ClC1=CC=C(C=C1)N=C=O (p-chloro phenylisocyanate). Run in C(C)#N (acetonitrile). Run at temperature 70 celsius, time 0.5 hour. The product is ClC1=CC=C(C=C1)N1C(N=C2N(C1=S)C=CC=C2)=O (3-(4-chlorophenyl) pyrido (1,2-a) 1,3,5-triazine-2-one-4-thione). Reaction SMILES: N1C=CC=CC=1N1[C:12](=[S:13])[N:11]2[CH:14]=[CH:15][CH:16]=[CH:17][C:10]2=[N:9]C1=S.[Cl:19][C:20]1[CH:25]=[CH:24][C:23]([N:26]=[C:27]=[O:28])=[CH:22][CH:21]=1>C(#N)C>[Cl:19][C:20]1[CH:25]=[CH:24][C:23]([N:26]2[C:12](=[S:13])[N:11]3[CH:14]=[CH:15][CH:16]=[CH:17][C:10]3=[N:9][C:27]2=[O:28])=[CH:22][CH:21]=1. Procedure: 544 Mg. of 3-(2-pyridyl) pyrido (1,2-a) 1,3,5-triazine-2,4-dithione is combined with p-chloro phenylisocyanate and 10 ml. of acetonitrile. The reaction mixture is heated at 70° C. for 1 hour with a precipitate appearing after 1/2 hour. The reaction mixture is allowed to cool to room temperature with stirring. The solid material is filtered, washed twice with acetone, once with ether and dried in vacuo affording 3-(4-chlorophenyl) pyrido (1,2-a) 1,3,5-triazine-2-one-4-thione m.p. 209°-212° C. Reactants: OC1CCN(CC1)C(=O)N1CC(CC(C1)C1=CC=C(C=C1)OC(F)(F)F)C(=O)O (1-[(4-Hydroxypiperidin-1-yl)carbonyl]-5-[4-(trifluoromethoxy)phenyl]piperidine-3-carboxylic acid), ClC=1C=C(C=CC1)C(N)=NO (3-chloro-N′-hydroxybenzenecarboximidamide). Procedure: 100 mg (0.24 mmol) of 1-[(4-hydroxypiperidin-1-yl)carbonyl]-5-[4-(trifluoromethoxy)phenyl]piperidine-3-carboxylic acid (Example 63A) and 61 mg (0.36 mmol, 1.5 eq.) of 3-chloro-N′-hydroxybenzenecarboximidamide were reacted according to the General Method 2. Yield: 69 mg (52% of theory) Yields the product ClC=1C=C(C=CC1)C1=NOC(=N1)C1CN(CC(C1)C1=CC=C(C=C1)OC(F)(F)F)C(=O)N1CCC(CC1)O ({3-[3-(3-Chlorophenyl)-1,2,4-oxadiazol-5-yl]-5-[4-(trifluoromethoxy)phenyl]piperidin-1-yl}(4-hydroxypiperidin-1-yl)methanone). Reaction SMILES: [OH:1][CH:2]1[CH2:7][CH2:6][N:5]([C:8]([N:10]2[CH2:15][CH:14]([C:16]3[CH:21]=[CH:20][C:19]([O:22][C:23]([F:26])([F:25])[F:24])=[CH:18][CH:17]=3)[CH2:13][CH:12]([C:27](O)=[O:28])[CH2:11]2)=[O:9])[CH2:4][CH2:3]1.[Cl:30][C:31]1[CH:32]=[C:33]([C:37](=[N:39]O)[NH2:38])[CH:34]=[CH:35][CH:36]=1>>[Cl:30][C:31]1[CH:32]=[C:33]([C:37]2[N:39]=[C:27]([CH:12]3[CH2:13][CH:14]([C:16]4[CH:21]=[CH:20][C:19]([O:22][C:23]([F:24])([F:25])[F:26])=[CH:18][CH:17]=4)[CH2:15][N:10]([C:8]([N:5]4[CH2:6][CH2:7][CH:2]([OH:1])[CH2:3][CH2:4]4)=[O:9])[CH2:11]3)[O:28][N:38]=2)[CH:34]=[CH:35][CH:36]=1.